From a dataset of the Open Reaction Database (ORD), a public repository of structured organic reaction records. describe an organic reaction: reactants, conditions, products, and yield Starting materials: O1[C@H]2[C@@H]1C(C=C1C=C[C@H]3[C@@H]4CC[C@H]([C@@H](C)O)[C@]4(CC[C@@H]3[C@@]21C)C)=O ((20R)-1α,2α-epoxy-20-hydroxy-pregna-4,6-dien-3-one), O (water), O1CCCC=C1 (3,4-dihydro-2H-pyran), C1(=CC=C(C=C1)S(=O)(=O)O)C (p-toluenesulphonic acid). Run in C1=CC=CC=C1 (benzene), CCOCC (ether). Conditions: time 2.5 hour. The product is O1[C@H]2[C@@H]1C(C=C1C=C[C@H]3[C@@H]4CC[C@H]([C@@H](C)OC5OCCCC5)[C@]4(CC[C@@H]3[C@@]21C)C)=O ((20R)-1α,2α-epoxy-20-[(tetrahydro-2H-pyran-2-yl)oxy]-pregna-4,6-dien-3-one). As a reaction SMILES: [O:1]1[C@H:3]2[C:4](=[O:24])[CH:5]=[C:6]3[C@:21]([CH3:22])([C@@H:2]12)[C@@H:20]1[C@H:9]([C@H:10]2[C@:17]([CH3:23])([CH2:18][CH2:19]1)[C@@H:13]([C@H:14]([OH:16])[CH3:15])[CH2:12][CH2:11]2)[CH:8]=[CH:7]3.O.[O:26]1[CH:31]=[CH:30][CH2:29][CH2:28][CH2:27]1.C1(C)C=CC(S(O)(=O)=O)=CC=1>C1C=CC=CC=1.CCOCC>[O:1]1[C@H:3]2[C:4](=[O:24])[CH:5]=[C:6]3[C@:21]([CH3:22])([C@@H:2]12)[C@@H:20]1[C@H:9]([C@H:10]2[C@:17]([CH3:23])([CH2:18][CH2:19]1)[C@@H:13]([C@H:14]([O:16][CH:27]1[CH2:28][CH2:29][CH2:30][CH2:31][O:26]1)[CH3:15])[CH2:12][CH2:11]2)[CH:8]=[CH:7]3. Procedure: A solution of 2.67 g (8.1 mmol) of (20R)-1α,2α-epoxy-20-hydroxy-pregna-4,6-dien-3-one in 120 ml of benzene is concentrated to 60 ml in a water-jet vacuum at 40° C., cooled to room temperature and to the suspension are added 1.6 ml of 3,4-dihydro-2H-pyran as well as 16 mg of anhydrous p-toluenesulphonic acid. The mixture is stirred at room temperature for 2.5 hours. The resulting solution is diluted with ether, washed with saturated sodium hydrogen carbonate solution and then with saturated sodiu... The reactants are O=C(Cl)c1ccc(NC(=O)c2ccc(Cl)cc2Cl)cc1, c1ccncc1, c1ccc2c(c1)NCCc1cncnc1-2. Yields the product O=C(Nc1ccc(C(=O)N2CCc3cncnc3-c3ccccc32)cc1)c1ccc(Cl)cc1Cl. Reaction SMILES: [Cl:1][c:2]1[c:3]([C:4](=[O:5])[NH:6][c:7]2[cH:8][cH:9][c:10]([C:11](=[O:12])[Cl:13])[cH:14][cH:15]2)[cH:16][cH:17][c:18]([Cl:20])[cH:19]1.[cH:36]1[cH:37][cH:38][n:39][cH:40][cH:41]1.[n:21]1[cH:22][n:23][cH:24][c:25]2[c:31]1-[c:30]1[c:29]([cH:35][cH:34][cH:33][cH:32]1)[NH:28][CH2:27][CH2:26]2>>[Cl:1][c:2]1[c:3]([C:4](=[O:5])[NH:6][c:7]2[cH:8][cH:9][c:10]([C:11](=[O:12])[N:28]3[CH2:27][CH2:26][c:25]4[cH:24][n:23][cH:22][n:21][c:31]4-[c:30]4[c:29]3[cH:35][cH:34][cH:33][cH:32]4)[cH:14][cH:15]2)[cH:16][cH:17][c:18]([Cl:20])[cH:19]1. Starting materials: C1(=CC=CC=C1)C(C1=CC=CC=C1)OC(=O)C12C(=CC3C2(CC2C(CCC2C1(C3)C=O)C)COC31OC2C(O3)OC(C2OCC)C1O[Si](C)(C)C(C)(C)C)C(C)C (8a-[[[6-(ethoxy)tetrahydro-7-t-butyldimethylsilyloxy-2,5-methanofuro[2,3-d]-1,3-dioxol-2-yl]oxy]methyl]-4-formyl-4,4a,5,6,7,7a,8,8a-octahydro-7-methyl-3-(1-methylethyl)-1,4-methano-s-indacene-3a(1H)-carboxylic acid diphenylmethyl ester), C(C)(=O)OCC (ethyl acetate). Solvent: [F-].C(CCC)[N+](CCCC)(CCCC)CCCC.O1CCCC1 (tetrabutylammonium fluoride tetrahydrofuran). Conditions: time 80 minute. Product: C1(=CC=CC=C1)C(C1=CC=CC=C1)OC(=O)C12C(=CC3C2(CC2C(CCC2C1(C3)C=O)C)COC31OC2C(O3)OC(C2OCC)C1O)C(C)C (8a-[[[6-(ethoxy)tetrahydro-7-hydroxy-2,5-methanofuro[2,3-d]-1,3-dioxol-2-yl]oxy]methyl]-4-formyl-4,4a,5,6,7,7a,8,8a-octahydro-7-methyl-3-(1-methylethyl)-1,4-methano-s-indacene-3a(1H)-carboxylic acid diphenylmethyl ester). RXN SMILES: [C:1]1([CH:7]([O:14][C:15]([C:17]23[C:28]4([CH:30]=[O:31])[CH2:29][CH:20]([C:21]2([CH2:33][O:34][C:35]25[CH:46]([O:47][Si](C(C)(C)C)(C)C)[CH:41]6[CH:42]([O:43][CH2:44][CH3:45])[CH:37]([CH:38]([O:40]6)[O:39]2)[O:36]5)[CH2:22][CH:23]2[CH:27]4[CH2:26][CH2:25][CH:24]2[CH3:32])[CH:19]=[C:18]3[CH:55]([CH3:57])[CH3:56])=[O:16])[C:8]2[CH:13]=[CH:12][CH:11]=[CH:10][CH:9]=2)[CH:6]=[CH:5][CH:4]=[CH:3][CH:2]=1.C(OCC)(=O)C>[F-].C([N+](CCCC)(CCCC)CCCC)CCC.O1CCCC1>[C:1]1([CH:7]([O:14][C:15]([C:17]23[C:28]4([CH:30]=[O:31])[CH2:29][CH:20]([C:21]2([CH2:33][O:34][C:35]25[CH:46]([OH:47])[CH:41]6[CH:42]([O:43][CH2:44][CH3:45])[CH:37]([CH:38]([O:40]6)[O:39]2)[O:36]5)[CH2:22][CH:23]2[CH:27]4[CH2:26][CH2:25][CH:24]2[CH3:32])[CH:19]=[C:18]3[CH:55]([CH3:56])[CH3:57])=[O:16])[C:8]2[CH:9]=[CH:10][CH:11]=[CH:12][CH:13]=2)[CH:6]=[CH:5][CH:4]=[CH:3][CH:2]=1 |f:2.3.4|. Procedure details: Compound (27) was mixed with in 70 μl of 1M tetrabutylammonium fluoride-tetrahydrofuran solution and stirred at room temperature. After 80 minutes, the reaction solution was mixed with 15 ml of ethyl acetate and washed with 10 ml of sodium phosphate buffer (10 mM, pH 5.97) and then with 10 ml of water twice. After the washing, the ethyl acetate layer was dried over anhydrous sodium sulfate, filtered for removal of solids and concentrated in vacuo to give a crude reaction product. The reaction pr... Procedure details: To a solution of (3R)-1-(4-carbamoyl-1,3-thiazol-2-yl)-3-methanesulfonyloxypyrrolidine (190 mg, 0.652 mmol) (obtained as described in Reference Example 18(7)) in acetonitrile (6 ml) was added potassium thioacetate (223 mg, 1.96 mmol) at room temperature. The mixture was heated under reflux for 4 hours. After checking the completion of the reaction, the reaction mixture was partitioned between ethyl acetate and saturated aqueous sodium hydrogencarbonate solution. The organic layer was washed with... Reaction SMILES: [C:1]([C:4]1[N:5]=[C:6]([N:9]2[CH2:13][CH2:12][C@@H:11](OS(C)(=O)=O)[CH2:10]2)[S:7][CH:8]=1)(=[O:3])[NH2:2].[C:19]([O-:22])(=[S:21])[CH3:20].[K+]>C(#N)C>[C:19]([S:21][C@H:11]1[CH2:12][CH2:13][N:9]([C:6]2[S:7][CH:8]=[C:4]([C:1](=[O:3])[NH2:2])[N:5]=2)[CH2:10]1)(=[O:22])[CH3:20] |f:1.2|. The product is C(C)(=O)S[C@@H]1CN(CC1)C=1SC=C(N1)C(N)=O ((3S)-3-acetylthio-1-(4-carbamoyl-1,3-thiazol-2-yl)pyrrolidine). The yield is 76.3%. Reactants: C(N)(=O)C=1N=C(SC1)N1C[C@@H](CC1)OS(=O)(=O)C ((3R)-1-(4-carbamoyl-1,3-thiazol-2-yl)-3-methanesulfonyloxypyrrolidine), C(C)(=S)[O-].[K+] (potassium thioacetate). Solvent: C(C)#N (acetonitrile). Reactants: NC=1N(C(N(C(C1N)=O)C)=O)C (4,5-diamino-1,3-dimethylpyrimidine-2,6-dione), C1(CCCC(=O)O1)=O (glutaric anhydride). The product is N1(C)C(=O)N(C)C=2N=CNC2C1=O (Theophylline). RXN SMILES: [NH2:1][C:2]1[N:3]([CH3:12])[C:4](=[O:11])[N:5]([CH3:10])[C:6](=[O:9])[C:7]=1[NH2:8].[C:13]1(=O)OC(=O)CCC1>>[N:5]1([C:6](=[O:9])[C:7]2[NH:8][CH:13]=[N:1][C:2]=2[N:3]([CH3:12])[C:4]1=[O:11])[CH3:10]. Procedure details: Following the method of Cook et al, Res. Comm. Chem. Path. Pharm. 13:497(1976), 4,5-diamino-1,3-dimethylpyrimidine-2,6-dione is heated with glutaric anhydride to yield the following: ##STR12## The reactants are O=C(c1cnc(Br)s1)N1CCCC1, CC1CCCN1CC1CCCN1C(=O)c1ccc(B2OC(C)(C)C(C)(C)O2)cc1. Yields the product CC1CCCN1CC1CCCN1C(=O)c1ccc(-c2ncc(C(=O)N3CCCC3)s2)cc1. Reaction SMILES: [Br:30][c:31]1[s:32][c:33]([C:36](=[O:37])[N:38]2[CH2:39][CH2:40][CH2:41][CH2:42]2)[cH:34][n:35]1.[CH3:1][CH:2]1[N:3]([CH2:7][CH:8]2[N:9]([C:13](=[O:14])[c:15]3[cH:16][cH:17][c:18]([B:21]4[O:22][C:23]([CH3:24])([CH3:25])[C:26]([CH3:27])([CH3:28])[O:29]4)[cH:19][cH:20]3)[CH2:10][CH2:11][CH2:12]2)[CH2:4][CH2:5][CH2:6]1>>[CH3:1][CH:2]1[N:3]([CH2:7][CH:8]2[N:9]([C:13](=[O:14])[c:15]3[cH:16][cH:17][c:18](-[c:31]4[s:32][c:33]([C:36](=[O:37])[N:38]5[CH2:39][CH2:40][CH2:41][CH2:42]5)[cH:34][n:35]4)[cH:19][cH:20]3)[CH2:10][CH2:11][CH2:12]2)[CH2:4][CH2:5][CH2:6]1. Starting materials: CC(C)(C)c1cc(NC(=O)C2CCN2)on1, [BH3-]C#N, CC(=O)O, Cl, [Na+], O=C1CCOCC1, CN(C)C=O. RXN SMILES: [C:1]([CH3:2])([CH3:3])([CH3:4])[c:5]1[n:6][o:7][c:8]([NH:10][C:11](=[O:12])[CH:13]2[NH:14][CH2:15][CH2:16]2)[cH:9]1.[C:29]([BH3-:30])#[N:31].[CH3:25][C:26](=[O:27])[OH:28].[ClH:17].[Na+:32].[O:18]1[CH2:19][CH2:20][C:21](=[O:24])[CH2:22][CH2:23]1.[O:33]=[CH:34][N:35]([CH3:36])[CH3:37]>>[C:1]([CH3:2])([CH3:3])([CH3:4])[c:5]1[n:6][o:7][c:8]([NH:10][C:11](=[O:12])[CH:13]2[N:14]([CH:21]3[CH2:20][CH2:19][O:18][CH2:23][CH2:22]3)[CH2:15][CH2:16]2)[cH:9]1. Product: CC(C)(C)c1cc(NC(=O)C2CCN2C2CCOCC2)on1.